This data is from the Open Reaction Database (ORD), a public repository of structured organic reaction records. The task is: describe an organic reaction: reactants, conditions, products, and yield Starting materials: OC(CCN1CCC(CC1)C=1C=C(C=CC1)NC(C(C)C)=O)C1=CC=C(C=C1)OC (N-(3-{1-[3-hydroxy-3-(4-methoxyphenyl)propyl]-4-piperidinyl}phenyl)-2-methylpropanamide), FC(C1=CC=C(C=C1)O)(F)F (4-trifluoromethyphenol). The product is COC1=CC=C(C=C1)C(CCN1CCC(CC1)C=1C=C(C=CC1)NC(C(C)C)=O)OC1=CC=C(C=C1)C(F)(F)F (N-[3-(1-{3-(4-METHOXYPHENYL)-3-[4-(TRIFLUOROMETHYL)PHENOXY]PROPYL}-4-PIPERIDINYL)PHENYL]-2-METHYLPROPANAMIDE). As a reaction SMILES: [OH:1][CH:2]([C:23]1[CH:28]=[CH:27][C:26]([O:29][CH3:30])=[CH:25][CH:24]=1)[CH2:3][CH2:4][N:5]1[CH2:10][CH2:9][CH:8]([C:11]2[CH:12]=[C:13]([NH:17][C:18](=[O:22])[CH:19]([CH3:21])[CH3:20])[CH:14]=[CH:15][CH:16]=2)[CH2:7][CH2:6]1.[F:31][C:32]([F:41])([F:40])[C:33]1[CH:38]=[CH:37][C:36](O)=[CH:35][CH:34]=1>>[CH3:30][O:29][C:26]1[CH:25]=[CH:24][C:23]([CH:2]([O:1][C:36]2[CH:37]=[CH:38][C:33]([C:32]([F:41])([F:40])[F:31])=[CH:34][CH:35]=2)[CH2:3][CH2:4][N:5]2[CH2:10][CH2:9][CH:8]([C:11]3[CH:12]=[C:13]([NH:17][C:18](=[O:22])[CH:19]([CH3:21])[CH3:20])[CH:14]=[CH:15][CH:16]=3)[CH2:7][CH2:6]2)=[CH:28][CH:27]=1. Procedure: Prepared by Procedure A and Scheme AN using N-(3-{1-[3-hydroxy-3-(4-methoxyphenyl)propyl]-4-piperidinyl}phenyl)-2-methylpropanamide and 4-trifluoromethyphenol: ESMS m/e: 555.1 (M+H)+. Starting materials: C(C)SC1=NN=C(O1)C(=O)Cl (5-ethylthio-1,3,4-oxadiazole-2-carbonyl chloride), NC1=NC(=NC2=CC(=C(C=C12)OC)OC)N1CCNCC1 (4-amino-6,7-dimethoxy-2-(1-piperazinyl)quinazoline). Yields the product Cl.NC1=NC(=NC2=CC(=C(C=C12)OC)OC)N1CCN(CC1)C(=O)C=1OC(=NN1)SCC (4-Amino-6,7-dimethoxy-2-[4-(5-ethylthio-1,3,4-oxadiazole-2-carbonyl)-piperazin-1-yl]-quinazoline hydrochloride). Reaction SMILES: [CH2:1]([S:3][C:4]1[O:8][C:7]([C:9]([Cl:11])=[O:10])=[N:6][N:5]=1)[CH3:2].[NH2:12][C:13]1[C:22]2[C:17](=[CH:18][C:19]([O:25][CH3:26])=[C:20]([O:23][CH3:24])[CH:21]=2)[N:16]=[C:15]([N:27]2[CH2:32][CH2:31][NH:30][CH2:29][CH2:28]2)[N:14]=1>>[ClH:11].[NH2:12][C:13]1[C:22]2[C:17](=[CH:18][C:19]([O:25][CH3:26])=[C:20]([O:23][CH3:24])[CH:21]=2)[N:16]=[C:15]([N:27]2[CH2:32][CH2:31][N:30]([C:9]([C:7]3[O:8][C:4]([S:3][CH2:1][CH3:2])=[N:5][N:6]=3)=[O:10])[CH2:29][CH2:28]2)[N:14]=1 |f:2.3|. Procedure: The title compound was prepared from 5-ethylthio-1,3,4-oxadiazole-2-carbonyl chloride (0.79 g., 4.1 mmole) and 4-amino-6,7-dimethoxy-2-(1-piperazinyl)quinazoline (1.19 g., 4.1 mmole) following the procedure described in Example 1. The product had a M.P. of 246°-248.5° C. Starting materials: CCCC[Sn](C#Cc1ccc(Cl)cc1)(CCCC)CCCC, COc1cc(-n2cnc(Cl)cc2=O)ccc1OCC(C)(C)O, ClCCl, [Cu]I, CN(C)C=O. The product is COc1cc(-n2cnc(C#Cc3ccc(Cl)cc3)cc2=O)ccc1OCC(C)(C)O. Reaction SMILES: [CH2:23]([Sn:24]([CH2:25][CH2:26][CH2:27][CH3:37])([C:28]#[C:29][c:30]1[cH:31][cH:32][c:33]([Cl:36])[cH:34][cH:35]1)[CH2:38][CH2:39][CH2:40][CH3:41])[CH2:42][CH2:43][CH3:44].[Cl:1][c:2]1[cH:3][c:4](=[O:22])[n:5](-[c:8]2[cH:9][c:10]([O:20][CH3:21])[c:11]([O:14][CH2:15][C:16]([CH3:17])([CH3:18])[OH:19])[cH:12][cH:13]2)[cH:6][n:7]1.[Cl:50][CH2:51][Cl:52].[Cu:53][I:54].[O:45]=[CH:46][N:47]([CH3:48])[CH3:49]>>[c:2]1([C:28]#[C:29][c:30]2[cH:31][cH:32][c:33]([Cl:36])[cH:34][cH:35]2)[cH:3][c:4](=[O:22])[n:5](-[c:8]2[cH:9][c:10]([O:20][CH3:21])[c:11]([O:14][CH2:15][C:16]([CH3:17])([CH3:18])[OH:19])[cH:12][cH:13]2)[cH:6][n:7]1. Reported procedure: To a solution of 4-morpholin-4-yl-2-[3-(1,1,2,2-tetramethyl-propylsilanyloxy)-phenyl]-thieno[3,2-d]pyrimidine (2.26 g, 5.29 mmol) in dry THF (40 mL) cooled to −78° C. was added nBuLi (2.5 M solution in hexanes, 2.75 mL, 1.3 eq.). After stirring for 20 minutes, dry N,N-dimethylformamide (617 μL, 1.5 eq.) was added, and the reaction mixture was stirred for 20 minutes at −78° C. and then warmed slowly to room temperature. After a further 30 minutes at room temperature the reaction mixture was quenc... RXN SMILES: [N:1]1([C:7]2[C:8]3[S:30][CH:29]=[CH:28][C:9]=3[N:10]=[C:11]([C:13]3[CH:18]=[CH:17][CH:16]=[C:15]([O:19][SiH2:20][C:21]([CH3:27])([CH3:26])[C:22]([CH3:25])([CH3:24])[CH3:23])[CH:14]=3)[N:12]=2)[CH2:6][CH2:5][O:4][CH2:3][CH2:2]1.[Li]CCCC.CN(C)[CH:38]=[O:39]>C1COCC1>[N:1]1([C:7]2[C:8]3[S:30][C:29]([CH:38]=[O:39])=[CH:28][C:9]=3[N:10]=[C:11]([C:13]3[CH:18]=[CH:17][CH:16]=[C:15]([O:19][SiH2:20][C:21]([CH3:27])([CH3:26])[C:22]([CH3:24])([CH3:25])[CH3:23])[CH:14]=3)[N:12]=2)[CH2:6][CH2:5][O:4][CH2:3][CH2:2]1. The solvent is C1CCOC1 (THF). Reactants: [Li]CCCC (nBuLi), N1(CCOCC1)C=1C2=C(N=C(N1)C1=CC(=CC=C1)O[SiH2]C(C(C)(C)C)(C)C)C=CS2 (4-morpholin-4-yl-2-[3-(1,1,2,2-tetramethyl-propylsilanyloxy)-phenyl]-thieno[3,2-d]pyrimidine), CN(C=O)C (N,N-dimethylformamide). The yield is 99.0%. Conditions: time 20 minute. The product is N1(CCOCC1)C=1C2=C(N=C(N1)C1=CC(=CC=C1)O[SiH2]C(C(C)(C)C)(C)C)C=C(S2)C=O (4-Morpholin-4-yl-2-[3-(1,1,2,2-tetramethyl-propylsilanyloxy)-phenyl]-thieno[3,2-d]pyrimidine-6-carbaldehyde).